Dataset: the Open Reaction Database (ORD), a public repository of structured organic reaction records. Task: describe an organic reaction: reactants, conditions, products, and yield RXN SMILES: O=[CH:2][C:3]1[CH:11]=[CH:10][CH:9]=[C:6]([O:7][CH3:8])[C:4]=1[OH:5].C(=O)([O-])[O-].[K+].[K+].Br[CH:19](C(OCC)=O)[C:20]([O:22]CC)=[O:21].Cl>CC(=O)CC>[CH3:8][O:7][C:6]1[C:4]2[O:5][C:19]([C:20]([OH:22])=[O:21])=[CH:2][C:3]=2[CH:11]=[CH:10][CH:9]=1 |f:1.2.3|. The yield is 37.4%. Procedure: To a suspension of o-vanillin (25.0 g) and potassium carbonate (28.4 g) in 2-butanone (10 ml) was added diethyl bromomalonate (49.1 g), and the mixture was refluxed under nitrogen atmosphere for 7 hours and cooled. To the mixture was added 1N hydrochloric acid, and the mixture was extracted with ethyl acetate. The organic layer was washed with saturated brine and dried with magnesium sulfate. Under reduced pressure, the solvent was evaporated, and the resulting red oil was suspended in a solutio... Run in CC(CC)=O (2-butanone). The reactants are Cl (hydrochloric acid), O=CC1=C(O)C(OC)=CC=C1 (o-vanillin), C([O-])([O-])=O.[K+].[K+] (potassium carbonate), BrC(C(=O)OCC)C(=O)OCC (diethyl bromomalonate). The product is COC1=CC=CC=2C=C(OC21)C(=O)O (7-methoxybenzofuran-2-carboxylic acid).